Task: describe an organic reaction: reactants, conditions, products, and yield. Dataset: the Open Reaction Database (ORD), a public repository of structured organic reaction records Starting materials: [H-].[Na+] (sodium hydride), O=C1NCCC=2N1C=NC2 (5,6,7,8-tetrahydro-5-oxoimidazo[1,5-c]pyrimidine), ICC (iodoethane). The solvent is CN(C)C=O (DMF). Conditions: time 1 hour. The product is C(C)N1C(N2C(CC1)=CN=C2)=O (6-Ethyl-7,8-dihydro-6H-imidazo[1,5-c]pyrimidin-5-one). RXN SMILES: [O:1]=[C:2]1[N:7]2[CH:8]=[N:9][CH:10]=[C:6]2[CH2:5][CH2:4][NH:3]1.[H-].[Na+].I[CH2:14][CH3:15]>CN(C=O)C>[CH2:14]([N:3]1[CH2:4][CH2:5][C:6]2=[CH:10][N:9]=[CH:8][N:7]2[C:2]1=[O:1])[CH3:15] |f:1.2|. Procedure: To 500 mg (3.6 mmol) of 5,6,7,8-tetrahydro-5-oxoimidazo[1,5-c]pyrimidine dissolved in 5 mL of DMF are added cautiously at room temperature 173 mg (4.32 mmol) of sodium hydride. The reaction medium is stirred for 1 hour at room temperature, and 0.35 mL (4.32 mmol) of iodoethane is then added dropwise. The reaction medium is stirred for 2 hours at room temperature and the solvents are then evaporated off. The residue is treated with 1N NaHCO3 solution and extracted with chloroform. The combined or... Starting materials: FC=1C=C2CC(CC2=CC1)(C(=O)O)NC(C1=C(C(=CC=C1)C)\C=C\C)=O (5-Fluoro-2-[3-methyl-2-((E)-propenyl)-benzoylamino]-indan-2-carboxylic acid), CCO (EtOH). Reagents/catalysts: [Pd] (Pd—C). Product: FC=1C=C2CC(CC2=CC1)(C(=O)O)NC(C1=C(C(=CC=C1)C)CC(C)C)=O (5-Fluoro-2-(2-isobutyl-3-methyl-benzoylamino)-indan-2-carboxylic acid). Isolated yield 78.0%. RXN SMILES: [F:1][C:2]1[CH:3]=[C:4]2[C:8](=[CH:9][CH:10]=1)[CH2:7][C:6]([NH:14][C:15](=[O:26])[C:16]1[CH:21]=[CH:20][CH:19]=[C:18]([CH3:22])[C:17]=1/[CH:23]=[CH:24]/[CH3:25])([C:11]([OH:13])=[O:12])[CH2:5]2.[CH3:27]CO>[Pd]>[F:1][C:2]1[CH:3]=[C:4]2[C:8](=[CH:9][CH:10]=1)[CH2:7][C:6]([NH:14][C:15](=[O:26])[C:16]1[CH:21]=[CH:20][CH:19]=[C:18]([CH3:22])[C:17]=1[CH2:23][CH:24]([CH3:27])[CH3:25])([C:11]([OH:13])=[O:12])[CH2:5]2. Procedure details: 5-Fluoro-2-[3-methyl-2-((E)-propenyl)-benzoylamino]-indan-2-carboxylic acid (154) (270 mg, 0.76 mmol) is dissolved in absolute EtOH (15 mL) by heating. The resulting solution is cooled down to RT under argon and then is added the catalyst, Pd—C (5 wt. % Pd, 125 mg, 5.9% mmol). The resulting reaction mixture is moved to the Paar apparatus to run hydrogenation: 50 psi, 50° C., overnight. The catalyst is removed by filtration through a pre-column (10 g silica gel) and washed with EtOH. The combined... The reactants are O=C(O)c1cc(Br)ccc1O, OB(O)c1ccc(C(F)(F)F)cc1. Yields the product O=C(O)c1cc(-c2ccc(C(F)(F)F)cc2)ccc1O. Reaction SMILES: [Br:1][c:2]1[cH:3][cH:4][c:5]([OH:11])[c:6]([C:7](=[O:8])[OH:9])[cH:10]1.[F:12][C:13]([c:14]1[cH:15][cH:16][c:17]([B:20]([OH:21])[OH:22])[cH:18][cH:19]1)([F:23])[F:24]>>[c:2]1(-[c:17]2[cH:16][cH:15][c:14]([C:13]([F:12])([F:23])[F:24])[cH:19][cH:18]2)[cH:3][cH:4][c:5]([OH:11])[c:6]([C:7](=[O:8])[OH:9])[cH:10]1. Reactants: BrC1=CC(=C(C=C1)N1CCCN2C1=NC=1C2=C(C=CC1Cl)C(=O)OC)Cl (methyl 1-(4-bromo-2-chlorophenyl)-9-chloro-1,2,3,4-tetrahydropyrimido[1,2-a]benzimidazole-6-carboxylate), C[O-].[Na+] (sodium methoxide), C([O-])([O-])=O.[K+].[K+] (potassium carbonate), CI (methyl iodide). The reagents and catalysts are [Cu]I (copper(I) iodide). Run in CN(C=O)C (N,N-dimethylformamide). Reaction conditions: temperature 100 celsius, time 10 hour. The product is ClC=1C=CC(=C2N3C(=NC21)N(CCC3)C3=C(C=C(C=C3)OC)Cl)C(=O)OC (Methyl 9-chloro-1-(2-chloro-4-methoxyphenyl)-1,2,3,4-tetrahydropyrimido[1,2-a]benzimidazole-6-carboxylate). RXN SMILES: Br[C:2]1[CH:7]=[CH:6][C:5]([N:8]2[C:13]3=[N:14][C:15]4[C:16](=[C:17]([C:22]([O:24][CH3:25])=[O:23])[CH:18]=[CH:19][C:20]=4[Cl:21])[N:12]3[CH2:11][CH2:10][CH2:9]2)=[C:4]([Cl:26])[CH:3]=1.C[O-].[Na+].[C:30](=O)([O-])[O-:31].[K+].[K+].CI>CN(C)C=O.[Cu]I>[Cl:21][C:20]1[CH:19]=[CH:18][C:17]([C:22]([O:24][CH3:25])=[O:23])=[C:16]2[C:15]=1[N:14]=[C:13]1[N:8]([C:5]3[CH:6]=[CH:7][C:2]([O:31][CH3:30])=[CH:3][C:4]=3[Cl:26])[CH2:9][CH2:10][CH2:11][N:12]21 |f:1.2,3.4.5|. Procedure: To a solution of methyl 1-(4-bromo-2-chlorophenyl)-9-chloro-1,2,3,4-tetrahydropyrimido[1,2-a]benzimidazole-6-carboxylate (200.0 mg, 0.439 mmol) in N,N-dimethylformamide (2.0 mL) were added copper(I) iodide (125.5 mg, 0.659 mmol) and sodium methoxide (28% wt methanol solution, 1.0 mL). The reaction mixture was stirred at 100° C. for 10 hrs. After cooling, the mixture was filtered through on the pad of celite. The filtrate was diluted with water and extracted with ethyl acetate (×1). The aqueous l...